Dataset: the Open Reaction Database (ORD), a public repository of structured organic reaction records. Task: describe an organic reaction: reactants, conditions, products, and yield RXN SMILES: [CH:1]1([CH2:4][O:5][C:6]2[CH:7]=[C:8]([CH:12]=[CH:13][C:14]=2[O:15][CH:16]([F:18])[F:17])[C:9]([OH:11])=[O:10])[CH2:3][CH2:2]1.C(Cl)CCl.C1C=CC2N(O)N=NC=2C=1.[CH3:33][O:34][C:35]1[C:40]2[O:41][C:42]3[CH:47]=[CH:46][C:45]([N+:48]([O-:50])=[O:49])=[CH:44][C:43]=3[C:39]=2[C:38]([CH:51](OC(=O)C2C=CC=CC=2)[CH2:52][C:53]2[C:58]([Cl:59])=[CH:57][N:56]=[CH:55][C:54]=2[Cl:60])=[CH:37][CH:36]=1>O1CCCC1.CN(C1C=CN=CC=1)C>[Cl:59][C:58]1[CH:57]=[N:56][CH:55]=[C:54]([Cl:60])[C:53]=1[CH2:52][CH:51]([O:10][C:9](=[O:11])[C:8]1[CH:12]=[CH:13][C:14]([O:15][CH:16]([F:17])[F:18])=[C:6]([O:5][CH2:4][CH:1]2[CH2:3][CH2:2]2)[CH:7]=1)[C:38]1[CH:37]=[CH:36][C:35]([O:34][CH3:33])=[C:40]([O:41][C:42]2[CH:47]=[CH:46][C:45]([N+:48]([O-:50])=[O:49])=[CH:44][CH:43]=2)[CH:39]=1. Procedure details: 3-cyclopropylmethoxy-4-difluoromethoxybenzoic acid (268 mg, 1.04 mmoles) is dissolved in dry tetrahydrofuran (30 mL) and EDC (237 mg, 1.24 mmoles), HOBT (190 mg, 1.24 mmoles), TEA (0.172 mL, 1.24 mmoles), DMAP (30 mg) are added to the solution. The mixture is stirred at room temperature for 40 minutes, then Benzoic acid 1-(4-methoxy-8-nitro-dibenzofuran-1-yl)-2-(3,5-dichloro-pyridin-4-yl)-ethyl ester is added and the reaction mixture is stirred at 70° C. for 32 hours. The solvents are then evapo... Product: ClC=1C=NC=C(C1CC(C1=CC(=C(C=C1)OC)OC1=CC=C(C=C1)[N+](=O)[O-])OC(C1=CC(=C(C=C1)OC(F)F)OCC1CC1)=O)Cl (3-Cyclopropylmethoxy-4-difluoromethoxy Benzoic Acid 2-(3,5-dichloro-pyridin-4-yl)-1-[4-methoxy-3-(4-nitro-phenoxy)-phenyl]-ethyl Ester). Run at time 40 minute. The reagents and catalysts are CN(C)C=1C=CN=CC1 (DMAP). Starting materials: COC1=CC=C(C2=C1OC1=C2C=C(C=C1)[N+](=O)[O-])C(CC1=C(C=NC=C1Cl)Cl)OC(C1=CC=CC=C1)=O (Benzoic acid 1-(4-methoxy-8-nitro-dibenzofuran-1-yl)-2-(3,5-dichloro-pyridin-4-yl)-ethyl ester), C1(CC1)COC=1C=C(C(=O)O)C=CC1OC(F)F (3-cyclopropylmethoxy-4-difluoromethoxybenzoic acid), C(CCl)Cl (EDC), C=1C=CC2=C(C1)N=NN2O (HOBT), TEA. Run in O1CCCC1 (tetrahydrofuran). Starting materials: CCOC(C)=O, O=C1C2=NCCCN2c2cc(Cl)c([N+](=O)[O-])cc21, CN(C)C=O. Yields the product Nc1cc2c(cc1Cl)N1CCCN=C1C2=O. As a reaction SMILES: [CH3:24][CH2:25][O:26][C:27]([CH3:28])=[O:29].[Cl:1][c:2]1[c:3]([N+:16]([O-:17])=[O:18])[cH:4][c:5]2[c:9]([cH:10]1)[N:8]1[C:7](=[N:14][CH2:13][CH2:12][CH2:11]1)[C:6]2=[O:15].[O:19]=[CH:20][N:21]([CH3:22])[CH3:23]>>[Cl:1][c:2]1[c:3]([NH2:16])[cH:4][c:5]2[c:9]([cH:10]1)[N:8]1[C:7](=[N:14][CH2:13][CH2:12][CH2:11]1)[C:6]2=[O:15]. Reactants: [N+](=O)([O-])C1=CC=C(C=C1)N1CCC(CC1)C(=O)O (1-(4-nitrophenyl)piperidine-4-carboxylic acid), Cl (hydrochloric acid). Solvent: C(C)O.C(C)(=O)OCC (ethanol ethyl acetate). Conditions: time 8 hour. Yields the product Cl.Cl.NC1=CC=C(C=C1)N1CCC(CC1)C(=O)O (1-(4-aminophenyl)piperidine-4-carboxylic acid dihydrochloride). RXN SMILES: [N+:1]([C:4]1[CH:9]=[CH:8][C:7]([N:10]2[CH2:15][CH2:14][CH:13]([C:16]([OH:18])=[O:17])[CH2:12][CH2:11]2)=[CH:6][CH:5]=1)([O-])=O.[ClH:19]>C(O)C.C(OCC)(=O)C>[ClH:19].[ClH:19].[NH2:1][C:4]1[CH:9]=[CH:8][C:7]([N:10]2[CH2:11][CH2:12][CH:13]([C:16]([OH:18])=[O:17])[CH2:14][CH2:15]2)=[CH:6][CH:5]=1 |f:2.3,4.5.6|. Reported procedure: In a 75-mL Parr bottle, 1-(4-nitrophenyl)piperidine-4-carboxylic acid (0.13 g, 0.52 mmol) is dissolved in ethanol/ethyl acetate (1:1, 30 mL). Concentrated hydrochloric acid (0.5 mL) is added. After degassing the mixture with dry ice, palladium on carbon (10%, 30 mg) is added. The reaction mixture is shaken overnight under 50 psi hydrogen, then filtered through a pad of diatomaceous earth and concentrated under reduced pressure to give 1-(4-aminophenyl)piperidine-4-carboxylic acid dihydrochloride... Starting materials: Cl (hydrochloric acid), OC1=C(C=NC=2N1N=CC2C2=CC=C(C=C2)SC2=CC=CC=C2)C(=O)O (7-hydroxy-6-carboxy-3-(4-phenylthiophenyl)pyrazolo[1,5-a]pyrimidine), NC1=CC=CC=C1 (aniline), O (water). Run in CO (methanol). Reaction conditions: temperature 80 celsius, time 1.5 hour. The product is OC1=CC=NC=2N1N=CC2C2=CC=C(C=C2)SC2=CC=CC=C2 (7-Hydroxy-3-(4-phenylthiophenyl)pyrazolo[1,5-a]pyrimidine). As a reaction SMILES: [OH:1][C:2]1[N:7]2[N:8]=[CH:9][C:10]([C:11]3[CH:16]=[CH:15][C:14]([S:17][C:18]4[CH:23]=[CH:22][CH:21]=[CH:20][CH:19]=4)=[CH:13][CH:12]=3)=[C:6]2[N:5]=[CH:4][C:3]=1C(O)=O.NC1C=CC=CC=1.O.Cl>CO>[OH:1][C:2]1[N:7]2[N:8]=[CH:9][C:10]([C:11]3[CH:16]=[CH:15][C:14]([S:17][C:18]4[CH:23]=[CH:22][CH:21]=[CH:20][CH:19]=4)=[CH:13][CH:12]=3)=[C:6]2[N:5]=[CH:4][CH:3]=1. Procedure details: A mixture of 9.32 g of 7-hydroxy-6-carboxy-3-(4-phenylthiophenyl)pyrazolo[1,5-a]pyrimidine and 68 ml of aniline was heated and stirred at 80° C. for 1.5 hours to react. To the reaction mixture, 300 ml of water was added, and while ice-cooling, hydrochloric acid was added to adjust the pH to 1 to 2. Adding 100 ml of methanol, the mixture was stirred for 30 minutes while ice-cooling, and the precipitate was filtered, washed in cold water-methanol (3:1), and dried, and the title compound was obtain... Reactants: C(C=C)C1(CCN(C(O1)=O)C=1C=C(C=CC1)C1=C(C=C(C=C1)F)F)C1=CC=CC=C1 (6-allyl-3-(2′,4′-difluorobiphenyl-3-yl)-6-phenyl-1,3-oxazinan-2-one), O=[O+][O-] (ozone), [BH4-].[Na+] (NaBH4). Solvent: C(Cl)Cl (CH2Cl2). Conditions: time 8 hour. The product is FC1=C(C=CC(=C1)F)C1=CC(=CC=C1)N1C(OC(CC1)(C1=CC=CC=C1)CCO)=O (3-(2′,4′-difluorobiphenyl-3-yl)-6-(2-hydroxyethyl)-6-phenyl-1,3-oxazinan-2-one). The yield is 25.0%. Reaction SMILES: [CH2:1]([C:4]1([C:25]2[CH:30]=[CH:29][CH:28]=[CH:27][CH:26]=2)[O:9][C:8](=[O:10])[N:7]([C:11]2[CH:12]=[C:13]([C:17]3[CH:22]=[CH:21][C:20]([F:23])=[CH:19][C:18]=3[F:24])[CH:14]=[CH:15][CH:16]=2)[CH2:6][CH2:5]1)[CH:2]=C.[O:31]=[O+][O-].[BH4-].[Na+]>C(Cl)Cl>[F:24][C:18]1[CH:19]=[C:20]([F:23])[CH:21]=[CH:22][C:17]=1[C:13]1[CH:14]=[CH:15][CH:16]=[C:11]([N:7]2[CH2:6][CH2:5][C:4]([CH2:1][CH2:2][OH:31])([C:25]3[CH:26]=[CH:27][CH:28]=[CH:29][CH:30]=3)[O:9][C:8]2=[O:10])[CH:12]=1 |f:2.3|. Reported procedure: A solution of 6-allyl-3-(2′,4′-difluorobiphenyl-3-yl)-6-phenyl-1,3-oxazinan-2-one (600 mg, 1.47 mmol) in dry CH2Cl2 (10 mL) was treated with ozone at −78° C. until the mixture turned blue. The system was then flushed with oxygen to remove excess ozone. NaBH4 (450 mg, 11.7 mmol) was added to the mixture in portions at −20° C. The mixture was stirred overnight at rt. The mixture was quenched with water and the layers were separated. The aqueous layer was extracted with CH2Cl2 (2×). The organic lay...